This data is from the Open Reaction Database (ORD), a public repository of structured organic reaction records. The task is: describe an organic reaction: reactants, conditions, products, and yield Reactants: CCOC(C)=O, COCOCc1cnnc(-c2ccc(F)c(Cl)c2)c1, Cl, C1COCCO1, O. Product: OCc1cnnc(-c2ccc(F)c(Cl)c2)c1. As a reaction SMILES: [CH3:22][CH2:23][O:24][C:25](=[O:26])[CH3:27].[Cl:1][c:2]1[cH:3][c:4](-[c:9]2[n:10][n:11][cH:12][c:13]([CH2:15][O:16][CH2:17][O:18][CH3:19])[cH:14]2)[cH:5][cH:6][c:7]1[F:8].[ClH:20].[O:28]1[CH2:29][CH2:30][O:31][CH2:32][CH2:33]1.[OH2:21]>>[Cl:1][c:2]1[cH:3][c:4](-[c:9]2[n:10][n:11][cH:12][c:13]([CH2:15][OH:16])[cH:14]2)[cH:5][cH:6][c:7]1[F:8]. The product is COC1CCC(C(=O)NC(C)(C)C)C(CC2OC(C)(C)N(C(=O)OC(C)(C)C)C2Cc2ccccc2)C1. As a reaction SMILES: [C:3]([CH3:4])([CH3:5])([CH3:6])[O:7][C:8](=[O:9])[N:10]1[C:11]([CH3:37])([CH3:38])[O:12][CH:13]([CH2:22][CH:23]2[CH:24]([C:30]([NH:31][C:32]([CH3:33])([CH3:34])[CH3:35])=[O:36])[CH2:25][CH2:26][CH:27]([OH:29])[CH2:28]2)[CH:14]1[CH2:15][c:16]1[cH:17][cH:18][cH:19][cH:20][cH:21]1.[CH3:39][I:40].[CH3:41][N:42]([CH3:43])[CH:44]=[O:45].[H-:1].[Na+:2]>>[C:3]([CH3:4])([CH3:5])([CH3:6])[O:7][C:8](=[O:9])[N:10]1[C:11]([CH3:37])([CH3:38])[O:12][CH:13]([CH2:22][CH:23]2[CH:24]([C:30]([NH:31][C:32]([CH3:33])([CH3:34])[CH3:35])=[O:36])[CH2:25][CH2:26][CH:27]([O:29][CH3:39])[CH2:28]2)[CH:14]1[CH2:15][c:16]1[cH:17][cH:18][cH:19][cH:20][cH:21]1. The reactants are CC(C)(C)NC(=O)C1CCC(O)CC1CC1OC(C)(C)N(C(=O)OC(C)(C)C)C1Cc1ccccc1, CI, CN(C)C=O, [H-], [Na+]. Reactants: CN(C)C=CC(=O)C1=CC=C(C=C1)Br (1-(4-bromo-phenyl)-3-dimethylamino-propenone), N(C(=N)N)C1=CC=C(C=C1)S(=O)(=O)N (4-guanidino-benzenesulfonamide), CN1CCCC1=O (NMP). The solvent is O (water). Conditions: temperature 120 celsius, time 20 hour. The product is BrC1=CC=C(C=C1)C1=NC(=NC=C1)NC1=CC=C(C=C1)S(=O)(=O)N (4-{[4-(4-bromophenyl)pyrimidin-2-yl]amino}benzenesulfonamide). The yield is 99.9%. As a reaction SMILES: CN([CH:4]=[CH:5][C:6]([C:8]1[CH:13]=[CH:12][C:11]([Br:14])=[CH:10][CH:9]=1)=O)C.[NH:15]([C:19]1[CH:24]=[CH:23][C:22]([S:25]([NH2:28])(=[O:27])=[O:26])=[CH:21][CH:20]=1)[C:16]([NH2:18])=[NH:17].CN1C(=O)CCC1>O>[Br:14][C:11]1[CH:12]=[CH:13][C:8]([C:6]2[CH:5]=[CH:4][N:18]=[C:16]([NH:15][C:19]3[CH:24]=[CH:23][C:22]([S:25]([NH2:28])(=[O:26])=[O:27])=[CH:21][CH:20]=3)[N:17]=2)=[CH:9][CH:10]=1. Reported procedure: A flask is charged with the 1-(4-bromo-phenyl)-3-dimethylamino-propenone (1.05 g, 4.10 mmol), 4-guanidino-benzenesulfonamide (1.33 g, 6.20 mmol), and NMP (30 ml). The reaction mixture is stirred at 120° C. for 20 h. The reaction mixture is cooled to room temperature, diluted with water, and filtered. The solid residue is washed with water and dried to yield 1.66 g of a white solid. MS (ESI) m/z 405.1; HRMS: calcd for C16H13BrN4O2S+H+, 405.00153; found (ESI-FTMS, [M+H]1+), 405.00158. Reactants: C(C)(C)(C)OC(=O)N[C@@H](C(C)C)C(=O)NC(C(C(C(=O)NCC1=CC=CC=C1)(F)F)O)CC1=CC=C(C=C1)OCCN1CCOCC1 (4(N-tert-butoxycarbonyl-L-valyl)amino-2,2-difluoro-3-hydroxy-5[4(2-{N-MORPHOLINYL}ETHYLOXY)PHENYL]N-benzyl pentanamide). Run in C(=O)O (formic acid). Yields the product N[C@@H](C(C)C)C(=O)NC(C(C(C(=O)NCC1=CC=CC=C1)(F)F)O)CC1=CC=C(C=C1)OCCN1CCOCC1 (4(L-VALYL)AMINO-2,2-DIFLUORO-3-HYDROXY-5[4(2-{N-MORPHOLINYL}ETHYLOXY)PHENYL]N-BENZYL PENTANAMIDE). RXN SMILES: C(OC([NH:8][C@H:9]([C:13]([NH:15][CH:16]([CH2:32][C:33]1[CH:38]=[CH:37][C:36]([O:39][CH2:40][CH2:41][N:42]2[CH2:47][CH2:46][O:45][CH2:44][CH2:43]2)=[CH:35][CH:34]=1)[CH:17]([OH:31])[C:18]([F:30])([F:29])[C:19]([NH:21][CH2:22][C:23]1[CH:28]=[CH:27][CH:26]=[CH:25][CH:24]=1)=[O:20])=[O:14])[CH:10]([CH3:12])[CH3:11])=O)(C)(C)C>C(O)=O>[NH2:8][C@H:9]([C:13]([NH:15][CH:16]([CH2:32][C:33]1[CH:38]=[CH:37][C:36]([O:39][CH2:40][CH2:41][N:42]2[CH2:43][CH2:44][O:45][CH2:46][CH2:47]2)=[CH:35][CH:34]=1)[CH:17]([OH:31])[C:18]([F:30])([F:29])[C:19]([NH:21][CH2:22][C:23]1[CH:24]=[CH:25][CH:26]=[CH:27][CH:28]=1)=[O:20])=[O:14])[CH:10]([CH3:12])[CH3:11]. Reported procedure: A solution of 4(N-tert-butoxycarbonyl-L-valyl)amino-2,2-difluoro-3-hydroxy-5[4(2-{N-MORPHOLINYL}ETHYLOXY)PHENYL]N-benzyl pentanamide (0.19 g, 0.28 mmol) in formic acid (15 ml) was stirred at room temperature for 4 hours. After evaporation of the solvent in vacuo, the residue was diluted with ethyl acetate (50 ml) and washed three times with a saturated solution of sodium carbonate (3×10 ml) and brine (10 ml). The organic layer was dried over magnesium sulphate. The reactants are N(=C=O)C1=CC=C2C=CC=NC2=C1C (7-Isocyanato8-methylquinoline), C1=CC=NC(=C1)OC(=S)OC2=CC=CC=N2 (di-2-pyridyl thionocarbonate), NC1=CC=C2C=CC=NC2=C1C (7-amino-8-methylquinoline). The reagents and catalysts are CN(C1=CC=NC=C1)C (4-dimethylaminopyridine). Run in C(Cl)Cl (methylene chloride), C(Cl)Cl (methylene chloride). Run at time 5 hour. The product is CC=1C(=CC=C2C=CC=NC12)N=C=S (8-methyl-7-quinolinylisothiocyanate). Reaction SMILES: [N:1]([C:4]1[C:13]([CH3:14])=[C:12]2[C:7]([CH:8]=[CH:9][CH:10]=[N:11]2)=[CH:6][CH:5]=1)=[C:2]=O.C1C=C(OC(OC2N=CC=CC=2)=[S:23])N=CC=1.NC1C(C)=C2C(C=CC=N2)=CC=1>CN(C)C1C=CN=CC=1.C(Cl)Cl>[CH3:14][C:13]1[C:4]([N:1]=[C:2]=[S:23])=[CH:5][CH:6]=[C:7]2[C:12]=1[N:11]=[CH:10][CH:9]=[CH:8]2. Reported procedure: 7-Isocyanato8-methylquinoline. To a solution of di-2-pyridyl thionocarbonate (2.29 g) and 4-dimethylaminopyridine (0.02 g) in methylene chloride (50 mL) is added dropwise a solution of 7-amino-8-methylquinoline (1.3 g) in methylene chloride (50 mL). The mixture is stirred for 5 hours at room temperature then rotary evaporated. The residue is purified by flash chromatography on silica gel, eluting with 25% ethyl acetate/hexanes to afford 8-methyl-7-quinolinylisothiocyanate as a pale yellow solid. Reactants: [Li]CCCC (n-BuLi), BrC1=C(C=CC=C1)SC (2-Bromothioanisole), B(OC(C)C)(OC(C)C)OC(C)C (triisopropyl borate). The solvent is C1CCOC1 (THF). Run at time 25 minute. Yields the product CSC1=C(C=CC=C1)B(O)O (2-Methylthiophenylboronic acid). Isolated yield 84.9%. Reaction SMILES: Br[C:2]1[CH:7]=[CH:6][CH:5]=[CH:4][C:3]=1[S:8][CH3:9].[Li]CCCC.[B:15](OC(C)C)([O:20]C(C)C)[O:16]C(C)C>C1COCC1>[CH3:9][S:8][C:3]1[CH:4]=[CH:5][CH:6]=[CH:7][C:2]=1[B:15]([OH:20])[OH:16]. Procedure: 2-Bromothioanisole (29.0 g, 143 mmol) was dissolved in dry THF (400 mL) and cooled to −75° C. n-BuLi (62.0 mL, 2.5 M in hexane, 155 mmol) was added over 50 minutes. After stirring 25 minutes, triisopropyl borate (46 mL, 199 mmol) was added over 35 minutes. The cold bath was removed and the reaction was stirred at room temp for 16 hours. The resulting solution was cooled in an ice bathours, and 6 M HCl (100 mL) was added. This mixture was stirred at room temp 5 hours and concentrated to about hal...